Dataset: the Open Reaction Database (ORD), a public repository of structured organic reaction records. Task: describe an organic reaction: reactants, conditions, products, and yield Procedure: To 2-chloro-3-(3,5-dichlorophenoxy)-4-(trifluoromethyl)pyridine (2.10 g, 6.10 mmol) in tert-butanol (25 mL) was added potassium hydroxide (1.03 g, 18.4 mmol). The reaction mixture was placed in an oil bath and heated at 75° C. After 48 hours, the reaction mixture was allowed to cool to room temperature and was quenched with saturated aqueous ammonium chloride (25 mL) and diluted with water (25 mL). The mixture was extracted with ethyl acetate (2×50 mL). The combined organic extracts were washed ... RXN SMILES: Cl[C:2]1[C:7]([O:8][C:9]2[CH:14]=[C:13]([Cl:15])[CH:12]=[C:11]([Cl:16])[CH:10]=2)=[C:6]([C:17]([F:20])([F:19])[F:18])[CH:5]=[CH:4][N:3]=1.[OH-:21].[K+]>C(O)(C)(C)C>[Cl:16][C:11]1[CH:10]=[C:9]([CH:14]=[C:13]([Cl:15])[CH:12]=1)[O:8][C:7]1[C:2](=[O:21])[NH:3][CH:4]=[CH:5][C:6]=1[C:17]([F:20])([F:19])[F:18] |f:1.2|. Reactants: ClC1=NC=CC(=C1OC1=CC(=CC(=C1)Cl)Cl)C(F)(F)F (2-chloro-3-(3,5-dichlorophenoxy)-4-(trifluoromethyl)pyridine), [OH-].[K+] (potassium hydroxide). Reaction conditions: temperature 75 celsius, time 48 hour. The solvent is C(C)(C)(C)O (tert-butanol). Product: ClC=1C=C(OC=2C(NC=CC2C(F)(F)F)=O)C=C(C1)Cl (3-(3,5-dichlorophenoxy)-4-(trifluoromethyl)pyridin-2(1H)-one). Reactants: CCOC(=O)C(=CN(C)C)C(=O)c1cc(Cc2cccc(Cl)c2F)c(OC)cc1F, Cc1ccccc1, Cl, CC(C)C(N)CO. The product is CCOC(=O)C(=CNC(CO)C(C)C)C(=O)c1cc(Cc2cccc(Cl)c2F)c(OC)cc1F. RXN SMILES: [CH2:1]([CH3:2])[O:3][C:4]([C:5](=[CH:6][N:7]([CH3:8])[CH3:9])[C:10]([c:11]1[c:12]([F:28])[cH:13][c:14]([O:26][CH3:27])[c:15]([CH2:17][c:18]2[c:19]([F:25])[c:20]([Cl:24])[cH:21][cH:22][cH:23]2)[cH:16]1)=[O:29])=[O:30].[CH3:39][c:40]1[cH:41][cH:42][cH:43][cH:44][cH:45]1.[ClH:38].[NH2:31][CH:32]([CH2:33][OH:34])[CH:35]([CH3:36])[CH3:37]>>[CH2:1]([CH3:2])[O:3][C:4]([C:5](=[CH:6][NH:31][CH:32]([CH2:33][OH:34])[CH:35]([CH3:36])[CH3:37])[C:10]([c:11]1[c:12]([F:28])[cH:13][c:14]([O:26][CH3:27])[c:15]([CH2:17][c:18]2[c:19]([F:25])[c:20]([Cl:24])[cH:21][cH:22][cH:23]2)[cH:16]1)=[O:29])=[O:30]. Reactants: C(=O)(O)C1CN(CC1)C(=O)OCC1=CC=CC=C1 (3-carboxy-1-phenylmethyloxycarbonylpyrrolidine), [N+](=O)([O-])C1=CC=C(C=C1)OC(C1N(CCC1)C(=O)OCC1=CC=CC=C1)=O (N-carbobenzoxy-DL-proline p-nitrophenyl ester). The product is C(CCCCC)NC(=O)C1CNCC1 (3-[(hexylamino)carbonyl]pyrrolidine). Reaction SMILES: [C:1]([CH:4]1[CH2:8][CH2:7][N:6](C(OCC2C=CC=CC=2)=O)[CH2:5]1)([OH:3])=O.[N+:19]([C:22]1[CH:27]=[CH:26][C:25](OC(=O)C2CCCN2C(OCC2C=CC=CC=2)=O)=[CH:24][CH:23]=1)([O-])=O>>[CH2:22]([NH:19][C:1]([CH:4]1[CH2:8][CH2:7][NH:6][CH2:5]1)=[O:3])[CH2:23][CH2:24][CH2:25][CH2:26][CH3:27]. Procedure: By substituting the 3-carboxy-1-phenylmethyloxycarbonylpyrrolidine obtained in Example 10 for the N-carbobenzoxy-DL-proline p-nitrophenyl ester in the procedure of Example 2, 3-[(hexylamino)carbonyl]pyrrolidine is obtained. Reactants: Cl (HCl), [Cl-].[Ce+3].[Cl-].[Cl-] (cerium chloride), [BH4-].[Na+] (Sodium borohydride), COC1=C(C=C(C=C1C)P(C1=CC(=C(C(=C1)C)OC)C)=O)C (Bis(4-methoxy-3,5-dimethylphenyl)phosphine oxide), [H-].[Al+3].[Li+].[H-].[H-].[H-] (lithium aluminum hydride). The solvent is C1CCOC1 (THF), C1(=CC=CC=C1)C (Toluene). Conditions: time 1 hour. Product: COC1=C(C=C(C=C1C)PC1=CC(=C(C(=C1)C)OC)C)C.B (bis(4-methoxy-3,5-dimethylphenyl)phosphine borane). The yield is 69.6%. As a reaction SMILES: [Cl-].[Ce+3].[Cl-].[Cl-].[BH4-:5].[Na+].[CH3:7][O:8][C:9]1[C:14]([CH3:15])=[CH:13][C:12]([PH:16](=O)[C:17]2[CH:22]=[C:21]([CH3:23])[C:20]([O:24][CH3:25])=[C:19]([CH3:26])[CH:18]=2)=[CH:11][C:10]=1[CH3:28].[H-].[Al+3].[Li+].[H-].[H-].[H-].Cl>C1COCC1.C1(C)C=CC=CC=1>[CH3:7][O:8][C:9]1[C:14]([CH3:15])=[CH:13][C:12]([PH:16][C:17]2[CH:22]=[C:21]([CH3:23])[C:20]([O:24][CH3:25])=[C:19]([CH3:26])[CH:18]=2)=[CH:11][C:10]=1[CH3:28].[BH3:5] |f:0.1.2.3,4.5,7.8.9.10.11.12,16.17|. Procedure details: Under an argon atmosphere, a solution of cerium chloride (10.54 g, 3.0 equivalents) in THF (80 mL) was stirred at room temperature (25° C.) for 30 min. Sodium borohydride (1.67 g, 3.1 equivalents) was added, and the mixture was stirred at room temperature for 1 hr. Bis(4-methoxy-3,5-dimethylphenyl)phosphine oxide (4.54 g, 0.014 moL) synthesized in Reference Example 10 and lithium aluminum hydride (0.65 g, 1.2 equivalents) were successively added at 5° C. The mixture was stirred at room temperatu... The reactants are C(C)(C)N(CC)C(C)C (diisopropylethylamine), C(C)(=O)NC=1C=C(C=CC1)S(=O)(=O)Cl (3-acetamidobenzenesulfonyl chloride), O1C[C@@H]([C@H]2[C@@H]1OCC2)OC(N[C@H]([C@@H](CNCC(CCC#N)(C)C)O)CC2=CC=CC=C2)=O ([(1S,2R)-1-Benzyl-3-(4-cyano-2,2-dimethyl-butylamino)-2-hydroxy-propyl]-carbamic acid (3R,3aS,6aR)hexahydro-furo[2,3-b]furan-3-yl ester). Solvent: C(Cl)Cl (CH2Cl2). Yields the product O1C[C@@H]([C@H]2[C@@H]1OCC2)OC(N[C@H]([C@@H](CN(CC(CCC#N)(C)C)S(=O)(=O)C2=CC(=CC=C2)NC(C)=O)O)CC2=CC=CC=C2)=O ({(1S,2R)-3-[(3-Acetylamino-benzenesulfonyl)-(4-cyano-2,2-dimethyl-butyl)-amino]-1-benzyl-2-hydroxy-propyl}-carbamic acid (3R,3aS,6aR)hexahydro-furo[2,3-b]furan-3-yl ester). The yield is 59.1%. As a reaction SMILES: [O:1]1[C@H:5]2[O:6][CH2:7][CH2:8][C@H:4]2[C@@H:3]([O:9][C:10](=[O:32])[NH:11][C@@H:12]([CH2:25][C:26]2[CH:31]=[CH:30][CH:29]=[CH:28][CH:27]=2)[C@H:13]([OH:24])[CH2:14][NH:15][CH2:16][C:17]([CH3:23])([CH3:22])[CH2:18][CH2:19][C:20]#[N:21])[CH2:2]1.C(N(C(C)C)CC)(C)C.[C:42]([NH:45][C:46]1[CH:47]=[C:48]([S:52](Cl)(=[O:54])=[O:53])[CH:49]=[CH:50][CH:51]=1)(=[O:44])[CH3:43]>C(Cl)Cl>[O:1]1[C@H:5]2[O:6][CH2:7][CH2:8][C@H:4]2[C@@H:3]([O:9][C:10](=[O:32])[NH:11][C@@H:12]([CH2:25][C:26]2[CH:27]=[CH:28][CH:29]=[CH:30][CH:31]=2)[C@H:13]([OH:24])[CH2:14][N:15]([S:52]([C:48]2[CH:49]=[CH:50][CH:51]=[C:46]([NH:45][C:42](=[O:44])[CH3:43])[CH:47]=2)(=[O:54])=[O:53])[CH2:16][C:17]([CH3:22])([CH3:23])[CH2:18][CH2:19][C:20]#[N:21])[CH2:2]1. Reported procedure: [(1S,2R)-1-Benzyl-3-(4-cyano-2,2-dimethyl-butylamino)-2-hydroxy-propyl]-carbamic acid (3R,3aS,6aR)hexahydro-furo[2,3-b]furan-3-yl ester (0.020 g, 0.05 mmol) was dissolved in CH2Cl2 and treated with diisopropylethylamine (0.025 ml, 0.13 mmol) and 3-acetamidobenzenesulfonyl chloride (0.012 g, 0.05 mmol) at ambient temperature under argon with stirring. After 15 h the reaction mixture was concentrated in vacuo, taken up in EtOAc, washed with sat. aq. NaHCO3, and brine. The organic phase was dried o... Reactants: C1CCOC1, COC(=O)c1ccc([N+](=O)[O-])c(CS(=O)(=O)c2cccc3ccccc23)c1, CO. The product is COC(=O)c1ccc(N)c(CS(=O)(=O)c2cccc3ccccc23)c1. Reaction SMILES: [CH2:30]1[O:31][CH2:32][CH2:33][CH2:34]1.[CH3:1][O:2][C:3]([c:4]1[cH:5][c:6]([CH2:13][S:14](=[O:15])(=[O:16])[c:17]2[cH:18][cH:19][cH:20][c:21]3[cH:22][cH:23][cH:24][cH:25][c:26]23)[c:7]([N+:10]([O-:11])=[O:12])[cH:8][cH:9]1)=[O:27].[CH3:28][OH:29]>>[CH3:1][O:2][C:3]([c:4]1[cH:5][c:6]([CH2:13][S:14](=[O:15])(=[O:16])[c:17]2[cH:18][cH:19][cH:20][c:21]3[cH:22][cH:23][cH:24][cH:25][c:26]23)[c:7]([NH2:10])[cH:8][cH:9]1)=[O:27]. The reactants are C(C#C)S(=O)C1=CC=CC=C1 ((prop-2-ynylsulfinyl)benzene), Cl.O1CCOCC1 (hydrogen chloride dioxane). Solvent: O1CCOCC1 (1,4-dioxane). Reaction conditions: temperature 100 celsius, time 5 hour. Yields the product ClCC=1C2=C(SC1)C=CC=C2 (3-(chloromethyl)-benzo[b]thiophene). Isolated yield 93.0%. RXN SMILES: [CH2:1]([S:4]([C:6]1[CH:11]=[CH:10][CH:9]=[CH:8][CH:7]=1)=O)[C:2]#[CH:3].[ClH:12].O1CCOCC1>O1CCOCC1>[Cl:12][CH2:3][C:2]1[C:7]2[CH:8]=[CH:9][CH:10]=[CH:11][C:6]=2[S:4][CH:1]=1 |f:1.2|. Procedure: In 50 mL of 1,4-dioxane, was dissolved 5.02 g (30.6 mmol) of the compound obtained in Example 12. The resulting solution was heated at 100° C. After 5 hours and 30 minutes, the solution was cooled to keep the internal temperature of the reaction system at 10° C. To the cooled solution, was subsequently added 8.42 mL (33.7 mmol) of a 4 M hydrogen chloride-dioxane solution. The obtained mixture was allowed to stand at room temperature. After 15 minutes, the reaction liquid was concentrated and dis... The reactants are O=C1CCC(=O)N1Br, ClC(Cl)(Cl)Cl, COc1ccc2c(c1)CCC2=O, CC(C)(C#N)N=NC(C)(C)C#N. The product is COc1ccc2c(c1)C(Br)CC2=O. RXN SMILES: [Br:1][N:2]1[C:3](=[O:4])[CH2:5][CH2:6][C:7]1=[O:8].[C:33]([Cl:34])([Cl:35])([Cl:36])[Cl:37].[CH3:21][O:22][c:23]1[cH:24][c:25]2[c:29]([cH:30][cH:31]1)[C:28](=[O:32])[CH2:27][CH2:26]2.[N:9]([C:10]([CH3:11])([CH3:12])[C:13]#[N:14])=[N:15][C:16]([CH3:17])([CH3:18])[C:19]#[N:20]>>[Br:1][CH:26]1[c:25]2[cH:24][c:23]([O:22][CH3:21])[cH:31][cH:30][c:29]2[C:28](=[O:32])[CH2:27]1.